Dataset: the Open Reaction Database (ORD), a public repository of structured organic reaction records. Task: describe an organic reaction: reactants, conditions, products, and yield The product is COc1cc(N)c(C(N)=O)cc1OC. Starting materials: CCO, COc1cc(C(N)=O)c([N+](=O)[O-])cc1OC. RXN SMILES: [CH3:17][CH2:18][OH:19].[CH3:1][O:2][c:3]1[cH:4][c:5]([C:6](=[O:7])[NH2:8])[c:9]([N+:14]([O-:15])=[O:16])[cH:10][c:11]1[O:12][CH3:13]>>[CH3:1][O:2][c:3]1[cH:4][c:5]([C:6](=[O:7])[NH2:8])[c:9]([NH2:14])[cH:10][c:11]1[O:12][CH3:13].